This data is from the Open Reaction Database (ORD), a public repository of structured organic reaction records. The task is: describe an organic reaction: reactants, conditions, products, and yield Reactants: Cl.Cl.N12C[C@@H](C(CC1)CC2)N ((R)-1-azabicyclo[2.2.2]oct-3-ylamine dihydrochloride), ClC1=CC=C(C=C1)/C=C/C(=O)O (E-3-(4-chlorophenyl)propenoic acid). The product is N12C[C@@H](C(CC1)CC2)NC(\C=C\C2=CC=C(C=C2)Cl)=O ((R)-N-(1-Azabicyclo[2.2.2]oct-3-yl)[E-3-(4-chlorophenyl)propenamide]). Reaction SMILES: Cl.Cl.[N:3]12[CH2:10][CH2:9][CH:6]([CH2:7][CH2:8]1)[C@@H:5]([NH2:11])[CH2:4]2.[Cl:12][C:13]1[CH:18]=[CH:17][C:16](/[CH:19]=[CH:20]/[C:21](O)=[O:22])=[CH:15][CH:14]=1>>[N:3]12[CH2:10][CH2:9][CH:6]([CH2:7][CH2:8]1)[C@@H:5]([NH:11][C:21](=[O:22])/[CH:20]=[CH:19]/[C:16]1[CH:17]=[CH:18][C:13]([Cl:12])=[CH:14][CH:15]=1)[CH2:4]2 |f:0.1.2|. Reported procedure: Prepared as a free base by a method analogous to that described in Example 1 from (R)-1-azabicyclo[2.2.2]oct-3-ylamine dihydrochloride and E-3-(4-chlorophenyl)propenoic acid; the compound was purified by chromatography on silica gel using ammoniated methanol/chloroform mixtures as the eluent; MS (ES+) 291, 293 (MH+). The reactants are CC=1C=C(N)C=C(C1N1CCN(CC1)C)CN1CCCC1 (3-Methyl-4-(4-methylpiperazin-1-yl)-5-(pyrrolidin-1-ylmethyl)aniline), ClC1=CC=NC2=CC(=CC=C12)Cl (4,7-dichloroquinoline), Cl (HCl). Solvent: C(C)#N (acetonitrile). Yields the product ClC1=CC=C2C(=CC=NC2=C1)NC1=CC(=C(C(=C1)CN1CCCC1)N1CCN(CC1)C)C (7-Chloro-N-[3-methyl-4-(4-methylpiperazin-1-yl)-5-(pyrrolidin-1-ylmethyl)phenyl]quinolin-4-amine). Isolated yield 85.2%. RXN SMILES: [CH3:1][C:2]1[CH:3]=[C:4]([CH:6]=[C:7]([CH2:16][N:17]2[CH2:21][CH2:20][CH2:19][CH2:18]2)[C:8]=1[N:9]1[CH2:14][CH2:13][N:12]([CH3:15])[CH2:11][CH2:10]1)[NH2:5].Cl[C:23]1[C:32]2[C:27](=[CH:28][C:29]([Cl:33])=[CH:30][CH:31]=2)[N:26]=[CH:25][CH:24]=1.Cl>C(#N)C>[Cl:33][C:29]1[CH:28]=[C:27]2[C:32]([C:23]([NH:5][C:4]3[CH:6]=[C:7]([CH2:16][N:17]4[CH2:21][CH2:20][CH2:19][CH2:18]4)[C:8]([N:9]4[CH2:10][CH2:11][N:12]([CH3:15])[CH2:13][CH2:14]4)=[C:2]([CH3:1])[CH:3]=3)=[CH:24][CH:25]=[N:26]2)=[CH:31][CH:30]=1. Procedure: 3-Methyl-4-(4-methylpiperazin-1-yl)-5-(pyrrolidin-1-ylmethyl)aniline (70 mg, 0.24 mmol) and 4,7-dichloroquinoline (50 mg, 1 eq) were refluxed overnight in 5 mL of acetonitrile with 1.25 mL of HCl 1M. The reaction mixture was then evaporated and purified by flash chromatography (DCM/MeOH/NH4OH//9/1/0.1) to yield expected compound as a white solid (92 mg, 84% yield). m/z (ESI) 450.1 [M+H]+; Yields the product CC(C)NNC(=O)OCc1ccccc1. Starting materials: [BH3-]C#N, NNC(=O)OCc1ccccc1, CC(C)=O, CCO, [Na+]. Reaction SMILES: [C:17]([BH3-:18])#[N:19].[C:5](=[O:6])([O:7][CH2:8][c:9]1[cH:10][cH:11][cH:12][cH:13][cH:14]1)[NH:15][NH2:16].[CH3:1][C:2]([CH3:3])=[O:4].[CH3:21][CH2:22][OH:23].[Na+:20]>>[CH3:1][CH:2]([CH3:3])[NH:16][NH:15][C:5](=[O:6])[O:7][CH2:8][c:9]1[cH:10][cH:11][cH:12][cH:13][cH:14]1.